From a dataset of the Open Reaction Database (ORD), a public repository of structured organic reaction records. describe an organic reaction: reactants, conditions, products, and yield The reactants are Cl.ClCCNC1=CC=NC2=CC(=CC=C12)Cl (N-(2-chloroethyl)-7-chloro-4-quinolinamine hydrochloride). Run in C(C)#N (acetonitrile). The product is C(C=C)N(CCNC1=CC=NC2=CC(=CC=C12)Cl)C (N1 -Allyl-N2 -(7-chloro-quinolin-4-yl)-N1 -methyl-ethane-1,2-diamine). RXN SMILES: Cl.Cl[CH2:3][CH2:4][NH:5][C:6]1[C:15]2[C:10](=[CH:11][C:12]([Cl:16])=[CH:13][CH:14]=2)[N:9]=[CH:8][CH:7]=1>C(#N)C>[CH2:6]([N:5]([CH3:4])[CH2:3][CH2:4][NH:5][C:6]1[C:15]2[C:10](=[CH:11][C:12]([Cl:16])=[CH:13][CH:14]=2)[N:9]=[CH:8][CH:7]=1)[CH:7]=[CH2:8] |f:0.1|. Procedure: 0.56 g from 2.5 g of N-(2-chloroethyl)-7-chloro-4-quinolinamine hydrochloride; colourless crystals from acetonitrile, m.p.: 91°-93° C. Reactants: IC1=C(N=NC(=C1)C1=CC=NC=C1)OC (4-Iodo-3-methoxy-6-pyridin-4-yl-pyridazine), C(C)(C)(C)OC(=O)N1C(=CC2=CC=C(C=C12)O[Si](C)(C)C(C)(C)C)B(O)O (1-(tert-butoxycarbonyl)-6-(tert-butyldimethylsiloxy)indole-2-boronic acid), C([O-])([O-])=O.[Cs+].[Cs+] (cesium carbonate), ClCCl (dichloromethane). Run in O1CCOCC1 (dioxane), O (water). Run at time 2 hour. Product: C(C)(C)(C)OC(=O)N1C(=CC2=CC=C(C=C12)O)C1=C(N=NC(=C1)C1=CC=NC=C1)OC (6-hydroxy-2-(3-methoxy-6-pyridin-4-yl-pyridazin-4-yl)-indole-1-carboxylic acid tert-butyl ester). Isolated yield 94.8%. Reaction SMILES: I[C:2]1[CH:7]=[C:6]([C:8]2[CH:13]=[CH:12][N:11]=[CH:10][CH:9]=2)[N:5]=[N:4][C:3]=1[O:14][CH3:15].[C:16]([O:20][C:21]([N:23]1[C:31]2[C:26](=[CH:27][CH:28]=[C:29]([O:32][Si](C(C)(C)C)(C)C)[CH:30]=2)[CH:25]=[C:24]1B(O)O)=[O:22])([CH3:19])([CH3:18])[CH3:17].C(=O)([O-])[O-].[Cs+].[Cs+].ClCCl>O1CCOCC1.O>[C:16]([O:20][C:21]([N:23]1[C:31]2[C:26](=[CH:27][CH:28]=[C:29]([OH:32])[CH:30]=2)[CH:25]=[C:24]1[C:2]1[CH:7]=[C:6]([C:8]2[CH:13]=[CH:12][N:11]=[CH:10][CH:9]=2)[N:5]=[N:4][C:3]=1[O:14][CH3:15])=[O:22])([CH3:19])([CH3:17])[CH3:18] |f:2.3.4|. Procedure details: 600 mg 4-Iodo-3-methoxy-6-pyridin-4-yl-pyridazine, 974 mg 1-(tert-butoxycarbonyl)-6-(tert-butyldimethylsiloxy)indole-2-boronic acid, 2.5 g cesium carbonate, and 78 mg [1,1′-bis(diphenylphosphino)ferrocene]dichloropalladium(II) complex with dichloromethane (1:1) are dissolved in a mixture of 18 mL dioxane and 5.4 mL water. Argon is bubbled through the solution for 5 minutes. The mixtures is heated to reflux for 2 hours. After diluting with EtOAc, the organic phase is ished with water and brine, d... Starting materials: [N-]=C=O.C1(=CC=CC=C1)O (phenol isocyanate), CN(CCC1=CC=CC=C1)C1CCNCC1 (4-[N-methyl-N-(2-phenylethyl)amino]piperidine). The solvent is C(Cl)(Cl)Cl (chloroform). Run at time 2 hour. Yields the product CN(CCC1=CC=CC=C1)C1CCN(CC1)C(=O)NC1=CC=CC=C1 (4-[N-methyl-N-(2-phenylethyl)amino]-1-anilinocarbonylpiperidine). As a reaction SMILES: [N-:1]=[C:2]=[O:3].[C:4]1(O)[CH:9]=[CH:8][CH:7]=[CH:6][CH:5]=1.[CH3:11][N:12]([CH:21]1[CH2:26][CH2:25][NH:24][CH2:23][CH2:22]1)[CH2:13][CH2:14][C:15]1[CH:20]=[CH:19][CH:18]=[CH:17][CH:16]=1>C(Cl)(Cl)Cl>[CH3:11][N:12]([CH:21]1[CH2:22][CH2:23][N:24]([C:2]([NH:1][C:4]2[CH:9]=[CH:8][CH:7]=[CH:6][CH:5]=2)=[O:3])[CH2:25][CH2:26]1)[CH2:13][CH2:14][C:15]1[CH:20]=[CH:19][CH:18]=[CH:17][CH:16]=1 |f:0.1|. Procedure details: 1.0 ml of phenol isocyanate was added to a solution of 1.0 g of 4-[N-methyl-N-(2-phenylethyl)amino]piperidine in 15 ml of chloroform. The mixture was stirred at room temperature for 2 hours. The reaction mixture was concentrated under reduced pressure. To the residue was added diethyl ether for crystallization. The resulting crystals were collected by filtration and recrystallized from ethyl acetate to obtain 0.7 g of 4-[N-methyl-N-(2-phenylethyl)amino]-1-anilinocarbonylpiperidine as colorless p... Starting materials: C(#N)C1=C2C=CN(C2=CC=C1)CCCC(=O)OCC (Ethyl 4-(4-cyano-1H-indol-1-yl)butanoate), NO.Cl (NH2OH.HCl), C(=O)(O)[O-].[Na+] (NaHCO3), NO.Cl (NH2OH.HCl), C(=O)(O)[O-].[Na+] (NaHCO3). Solvent: CCO (EtOH). Conditions: temperature 55 celsius. Yields the product ONC(C1=C2C=CN(C2=CC=C1)CCCC(=O)OCC)=N (Ethyl 4-{4-[(hydroxyamino)(imino)methyl]-1H-indol-1-yl}butanoate). As a reaction SMILES: [C:1]([C:3]1[CH:11]=[CH:10][CH:9]=[C:8]2[C:4]=1[CH:5]=[CH:6][N:7]2[CH2:12][CH2:13][CH2:14][C:15]([O:17][CH2:18][CH3:19])=[O:16])#[N:2].[NH2:20][OH:21].Cl.C([O-])(O)=O.[Na+]>CCO>[OH:21][NH:20][C:1](=[NH:2])[C:3]1[CH:11]=[CH:10][CH:9]=[C:8]2[C:4]=1[CH:5]=[CH:6][N:7]2[CH2:12][CH2:13][CH2:14][C:15]([O:17][CH2:18][CH3:19])=[O:16] |f:1.2,3.4|. Procedure: Ethyl 4-(4-cyano-1H-indol-1-yl)butanoate (D56) (8.25 g, 32.2 mmol) was dissolved in EtOH and treated with NH2OH.HCl (4.47 g, 64.4 mmol) and NaHCO3 (8.11 g, 97 mmol) and heated to 55° C. for 1 day and two nights. Further NH2OH.HCl (500 mg) and NaHCO3 (500 mg) were added and the reaction was heated for another 3 hours and then separated the inorganics by filtration, washing well with EtOH. The solvent was evaporated and the residue dried under high vacuum. Trituration with ether and dcm afforded t... Starting materials: [Cl-].[NH4+] (ammonium chloride), C(C)O (ethanol), [N+](=O)([O-])C1=C(C=CC=C1OC1=CC=CC=C1)CC(=O)OCC (ethyl 2-(2-nitro-3-phenoxyphenyl)acetate). The reagents and catalysts are [Fe] (iron). The solvent is O (water). The product is NC1=C(C=CC=C1OC1=CC=CC=C1)CC(=O)OCC (ethyl 2-(2-amino-3-phenoxyphenyl)acetate). Reaction SMILES: [Cl-].[NH4+].C(O)C.[N+:6]([C:9]1[C:14]([O:15][C:16]2[CH:21]=[CH:20][CH:19]=[CH:18][CH:17]=2)=[CH:13][CH:12]=[CH:11][C:10]=1[CH2:22][C:23]([O:25][CH2:26][CH3:27])=[O:24])([O-])=O>[Fe].O>[NH2:6][C:9]1[C:14]([O:15][C:16]2[CH:21]=[CH:20][CH:19]=[CH:18][CH:17]=2)=[CH:13][CH:12]=[CH:11][C:10]=1[CH2:22][C:23]([O:25][CH2:26][CH3:27])=[O:24] |f:0.1|. Procedure: To a mixture of iron powder (9 g.), ammonium chloride (0.9 g.), ethanol (80 ml.) and water (40 ml.) was added ethyl 2-(2-nitro-3-phenoxyphenyl)acetate (10.9 g.) over 5 minutes under mild reflux and stirring and the mixture was stirred for 1.5 hours at the same temperature. The reaction mixture was filtered under heating and ethanol was distilled off from the filtrate under reduced pressure. To the residue was added water and the mixture was extracted with diethyl ether. The extract was washed wi...